describe an organic reaction: reactants, conditions, products, and yield From a dataset of the Open Reaction Database (ORD), a public repository of structured organic reaction records. The reactants are Cc1ccc(Cl)c(NS(=O)(=O)c2n[nH]c(NC=O)n2)c1Cl, Cl, [Na+], [OH-]. Yields the product Cc1ccc(Cl)c(NS(=O)(=O)c2n[nH]c(N)n2)c1Cl. Reaction SMILES: [CH:1](=[O:2])[NH:3][c:4]1[n:5][c:6]([S:9](=[O:10])(=[O:11])[NH:12][c:13]2[c:14]([Cl:21])[c:15]([CH3:20])[cH:16][cH:17][c:18]2[Cl:19])[n:7][nH:8]1.[ClH:24].[Na+:23].[OH-:22]>>[NH2:3][c:4]1[n:5][c:6]([S:9](=[O:10])(=[O:11])[NH:12][c:13]2[c:14]([Cl:21])[c:15]([CH3:20])[cH:16][cH:17][c:18]2[Cl:19])[n:7][nH:8]1. Starting materials: C(=O)(O)[C@H]1CC[C@H](CC1)NC(=O)C1(CCCC1)CC(C(=O)O)COCCOC (3-{1-[(cis-4-Carboxy-cyclohexyl)carbamoyl]-cyclopentyl}-2-[2-(methoxy)ethoxymethyl]propanoic acid), C[Si](C)(C)I (trimethylsilyl iodide). Run in ClCCl (dichloromethane). Run at time 6 hour. The product is C(=O)(O)[C@H]1CC[C@H](CC1)NC(=O)C1(CCCC1)CC(C(=O)O)COCCO (3-{1-[(cis-4-Carboxy-cyclohexyl)carbamoyl]-cyclopentyl}-2-[2-(hydroxy)ethoxymethyl]propanoic acid). The yield is 28.5%. RXN SMILES: [C:1]([C@@H:4]1[CH2:9][CH2:8][C@H:7]([NH:10][C:11]([C:13]2([CH2:18][CH:19]([CH2:23][O:24][CH2:25][CH2:26][O:27]C)[C:20]([OH:22])=[O:21])[CH2:17][CH2:16][CH2:15][CH2:14]2)=[O:12])[CH2:6][CH2:5]1)([OH:3])=[O:2].C[Si](I)(C)C>ClCCl>[C:1]([C@@H:4]1[CH2:9][CH2:8][C@H:7]([NH:10][C:11]([C:13]2([CH2:18][CH:19]([CH2:23][O:24][CH2:25][CH2:26][OH:27])[C:20]([OH:22])=[O:21])[CH2:17][CH2:16][CH2:15][CH2:14]2)=[O:12])[CH2:6][CH2:5]1)([OH:3])=[O:2]. Reported procedure: 3-{1-[(cis-4-Carboxy-cyclohexyl)carbamoyl]-cyclopentyl}-2-[2-(methoxy)ethoxymethyl]propanoic acid (0.80 g, 2 mmole) was dissolved in dry dichloromethane (15 ml) and treated with trimethylsilyl iodide (1.4 ml, 10 mmole) at 0° C. under nitrogen. After 6 hours at 0° C., the reaction was poured into ice-cold dilute sodium hydrogen carbonate and washed with dichloromethane. The aqueous phase was acidified with concentrated hydrochloric acid and extracted with ethyl acetate (3×50 ml). The first extrac... The reactants are C1(=CC=CC=C1)S(=O)(=O)NNC(C1=CC=C(C=C1)C#CC(O)C1CCCCC1)=O (4-(3-Cyclohexyl-3-hydroxy-1-propynyl)-benzoic acid, 2-(phenylsulfonyl)hydrazide), EtOAc hexanes, C(=O)(C(F)(F)F)O (TFA). The solvent is CC#N.O (CH3CN H2O). The product is C1(=CC=CC=C1)S(=O)(=O)NNC(C1=CC=C(C=C1)CCC(O)C1CCCCC1)=O (4-(3-Cyclohexyl-3-hydroxy-1-propyl)-benzoic acid, 2-(phenylsulfonyl)hydrazide). RXN SMILES: [C:1]1([S:7]([NH:10][NH:11][C:12](=[O:29])[C:13]2[CH:18]=[CH:17][C:16]([C:19]#[C:20][CH:21]([CH:23]3[CH2:28][CH2:27][CH2:26][CH2:25][CH2:24]3)[OH:22])=[CH:15][CH:14]=2)(=[O:9])=[O:8])[CH:6]=[CH:5][CH:4]=[CH:3][CH:2]=1.C(O)(C(F)(F)F)=O>CC#N.O>[C:1]1([S:7]([NH:10][NH:11][C:12](=[O:29])[C:13]2[CH:14]=[CH:15][C:16]([CH2:19][CH2:20][CH:21]([CH:23]3[CH2:28][CH2:27][CH2:26][CH2:25][CH2:24]3)[OH:22])=[CH:17][CH:18]=2)(=[O:9])=[O:8])[CH:2]=[CH:3][CH:4]=[CH:5][CH:6]=1 |f:2.3|. Procedure: Example 36 was synthesized in accordance with the methods of Example 33, except that 4-(3-cyclohexyl-3-hydroxy-1-propynyl)-benzoic acid, 2-(phenylsulfonyl)hydrazide (Example 35) was used instead of 4phenacetylenyl-benzoic acid, 2-(phenylsulfonyl)hydrazide. MS: 403 (M+1 for C21H26N2O4S1); mp 158-159° C.; TLC (SiO2) Rf=0.3 (50% EtOAc/hexanes); HPLC (C18 column, 7:3 CH3CN/H2O+0.1%TFA) 95%, RT=5.0 min. 1H NMR (DMSO-d6) δ 1.10-1.65 (m, 12H), 2.46-2.61 (m, 2H), 4.00 (s, 1H), 7.20 (d, 2 H, J=8.1 Hz), 7... The reactants are O=C([O-])O, O=C(Cl)c1csc(CCl)n1, ClCCl, COc1ncc(-c2cc(N)c3cnn(S(=O)(=O)c4ccccc4)c3c2)cc1NS(C)(=O)=O, [Na+], c1ccncc1. Yields the product COc1ncc(-c2cc(NC(=O)c3csc(CCl)n3)c3cnn(S(=O)(=O)c4ccccc4)c3c2)cc1NS(C)(=O)=O. RXN SMILES: [C:49](=[O:50])([OH:51])[O-:52].[Cl:39][CH2:40][c:41]1[s:42][cH:43][c:44]([C:46](=[O:47])[Cl:48])[n:45]1.[Cl:54][CH2:55][Cl:56].[NH2:1][c:2]1[c:3]2[cH:4][n:5][n:6]([S:24](=[O:25])(=[O:26])[c:27]3[cH:28][cH:29][cH:30][cH:31][cH:32]3)[c:7]2[cH:8][c:9](-[c:11]2[cH:12][c:13]([NH:19][S:20](=[O:21])(=[O:22])[CH3:23])[c:14]([O:17][CH3:18])[n:15][cH:16]2)[cH:10]1.[Na+:53].[cH:33]1[cH:34][cH:35][n:36][cH:37][cH:38]1>>[NH:1]([c:2]1[c:3]2[cH:4][n:5][n:6]([S:24](=[O:25])(=[O:26])[c:27]3[cH:28][cH:29][cH:30][cH:31][cH:32]3)[c:7]2[cH:8][c:9](-[c:11]2[cH:12][c:13]([NH:19][S:20](=[O:21])(=[O:22])[CH3:23])[c:14]([O:17][CH3:18])[n:15][cH:16]2)[cH:10]1)[C:46]([c:44]1[cH:43][s:42][c:41]([CH2:40][Cl:39])[n:45]1)=[O:47]. Reactants: FC1=C(C(=CC=C1N)F)NC1=NC=CC=C1C1=C2N=CN(C2=NC=N1)C1OCCCC1 (2,6-difluoro-N1-(3-(9-(tetrahydro-2H-pyran-2-yl)-9H-purin-6-yl)pyridin-2-yl)benzene-1,3-diamine), ClC=1C(=C(C=CC1)S(=O)(=O)Cl)F (3-chloro-2-fluorobenzene-1-sulfonyl chloride), N1=CC=CC=C1 (pyridine). Solvent: ClCCl (dichloromethane). Conditions: temperature 50 celsius, time 2 hour. Yields the product ClC=1C(=C(C=CC1)S(=O)(=O)NC1=C(C(=C(C=C1)F)NC1=NC=CC=C1C1=C2N=CN(C2=NC=N1)C1OCCCC1)F)F (3-chloro-N-(2,4-difluoro-3-(3-(9-(tetrahydro-2H-pyran-2-yl)-9H-purin-6-yl)pyridin-2-ylamino)phenyl)-2-fluorobenzenesulfonamide). As a reaction SMILES: [F:1][C:2]1[C:7]([NH2:8])=[CH:6][CH:5]=[C:4]([F:9])[C:3]=1[NH:10][C:11]1[C:16]([C:17]2[N:25]=[CH:24][N:23]=[C:22]3[C:18]=2[N:19]=[CH:20][N:21]3[CH:26]2[CH2:31][CH2:30][CH2:29][CH2:28][O:27]2)=[CH:15][CH:14]=[CH:13][N:12]=1.[Cl:32][C:33]1[C:34]([F:43])=[C:35]([S:39](Cl)(=[O:41])=[O:40])[CH:36]=[CH:37][CH:38]=1.N1C=CC=CC=1>ClCCl>[Cl:32][C:33]1[C:34]([F:43])=[C:35]([S:39]([NH:8][C:7]2[CH:6]=[CH:5][C:4]([F:9])=[C:3]([NH:10][C:11]3[C:16]([C:17]4[N:25]=[CH:24][N:23]=[C:22]5[C:18]=4[N:19]=[CH:20][N:21]5[CH:26]4[CH2:31][CH2:30][CH2:29][CH2:28][O:27]4)=[CH:15][CH:14]=[CH:13][N:12]=3)[C:2]=2[F:1])(=[O:41])=[O:40])[CH:36]=[CH:37][CH:38]=1. Procedure: The 2,6-difluoro-N1-(3-(9-(tetrahydro-2H-pyran-2-yl)-9H-purin-6-yl)pyridin-2-yl)benzene-1,3-diamine (20 mg, 0.047 mmol) prepared at Step 9 was added and dissolved into dichloromethane solvent. 3-chloro-2-fluorobenzene-1-sulfonyl chloride (16 mg, 0.07 mmol) and pyridine (8 uL, 0.094 mmol) were added into the reaction solution and stirred at 50° C. for 2 hours. After the reaction, the reactant was washed with 1N aqueous hydrochloric acid solution and salt water. After extraction with dichlorometha... Reactants: C(=O)(O)C[C@H](C(=O)OCC1=CC=CC=C1)CC1=CC=CC=C1 (Benzyl (2R)-3-Carboxy-2-benzylpropionate), CN1CCOCC1 (N-methylmorpholine), FC(CN1CCNCC1)(F)F (1-trifluoroethylpiperazine), ClC(=O)OCC(C)C (isobutyl chloroformate). Run in C(Cl)Cl (CH2Cl2). Conditions: temperature -10 celsius, time 15 minute. Product: C(C1=CC=CC=C1)[C@@H](C(=O)OCC1=CC=CC=C1)CC(=O)N1CCN(CC1)CC(F)(F)F (Benzyl (2R)-2-Benzyl-3-(4-trifluoroethylpiperazin-1-ylcarbonyl)propionate). Yield: 81.0%. Reaction SMILES: [C:1]([CH2:4][C@@H:5]([CH2:16][C:17]1[CH:22]=[CH:21][CH:20]=[CH:19][CH:18]=1)[C:6]([O:8][CH2:9][C:10]1[CH:15]=[CH:14][CH:13]=[CH:12][CH:11]=1)=[O:7])([OH:3])=O.CN1CCOCC1.ClC(OCC(C)C)=O.[F:38][C:39]([F:48])([F:47])[CH2:40][N:41]1[CH2:46][CH2:45][NH:44][CH2:43][CH2:42]1>C(Cl)Cl>[CH2:16]([C@H:5]([CH2:4][C:1]([N:44]1[CH2:43][CH2:42][N:41]([CH2:40][C:39]([F:47])([F:48])[F:38])[CH2:46][CH2:45]1)=[O:3])[C:6]([O:8][CH2:9][C:10]1[CH:15]=[CH:14][CH:13]=[CH:12][CH:11]=1)=[O:7])[C:17]1[CH:22]=[CH:21][CH:20]=[CH:19][CH:18]=1. Procedure: The resultant acid from Example 23 (0.500 g, 1.68 mmol) in CH2Cl2 (7 ml) at -10° C. was treated with N-methylmorpholine (0.20 ml, 1.82 mmol) and then isobutyl chloroformate (0.22 ml, 1.68 mmol). After 5 min 1-trifluoroethylpiperazine (0.30 g, 1.78 mmol) was added and the mixture was stirred at -10° C. for 15 min and then at room temperature for 2 h. The solvent was evaporated and the residue was taken up in ethyl acetate which was washed with saturated NaHCO3 solution, water and brine, and then ... The reactants are CC1(O)C=CCC1CO[Si](c1ccccc1)(c1ccccc1)C(C)(C)C, CCCC[N+](CCCC)(CCCC)CCCC, C1CCOC1, [F-]. Yields the product CC1(O)C=CCC1CO. RXN SMILES: [C:1]([Si:2]([c:3]1[cH:4][cH:5][cH:15][cH:16][cH:17]1)([O:6][CH2:7][CH:8]1[CH2:9][CH:10]=[CH:11][C:12]1([OH:13])[CH3:14])[c:18]1[cH:19][cH:20][cH:21][cH:22][cH:23]1)([CH3:24])([CH3:25])[CH3:26].[CH2:28]([N+:29]([CH2:30][CH2:31][CH2:32][CH3:33])([CH2:34][CH2:35][CH2:36][CH3:37])[CH2:38][CH2:39][CH2:40][CH3:41])[CH2:42][CH2:43][CH3:44].[CH2:45]1[O:46][CH2:47][CH2:48][CH2:49]1.[F-:27]>>[OH:6][CH2:7][CH:8]1[CH2:9][CH:10]=[CH:11][C:12]1([OH:13])[CH3:14]. The reactants are C1CCOC1, COc1cc(C=CC(=O)NC2CCC(C)CC2)ccc1OCCCl, Cl, [H-], [Na+]. The product is C=COc1ccc(C=CC(=O)NC2CCC(C)CC2)cc1OC. As a reaction SMILES: [CH2:28]1[O:29][CH2:30][CH2:31][CH2:32]1.[CH3:1][CH:2]1[CH2:3][CH2:4][CH:5]([NH:8][C:9]([CH:10]=[CH:11][c:12]2[cH:13][c:14]([O:22][CH3:23])[c:15]([O:18][CH2:19][CH2:20][Cl:21])[cH:16][cH:17]2)=[O:24])[CH2:6][CH2:7]1.[ClH:27].[H-:25].[Na+:26]>>[CH3:1][CH:2]1[CH2:3][CH2:4][CH:5]([NH:8][C:9]([CH:10]=[CH:11][c:12]2[cH:13][c:14]([O:22][CH3:23])[c:15]([O:18][CH:19]=[CH2:20])[cH:16][cH:17]2)=[O:24])[CH2:6][CH2:7]1. Starting materials: O=Cc1c(Cl)ccc(Cl)c1Cl, O=c1cc(N2CCNCC2)nc[nH]1. Yields the product O=c1cc(N2CCN(Cc3c(Cl)ccc(Cl)c3Cl)CC2)nc[nH]1. As a reaction SMILES: [Cl:14][c:15]1[c:16]([CH:17]=[O:18])[c:19]([Cl:24])[cH:20][cH:21][c:22]1[Cl:23].[N:1]1([c:7]2[cH:8][c:9](=[O:13])[nH:10][cH:11][n:12]2)[CH2:2][CH2:3][NH:4][CH2:5][CH2:6]1>>[N:1]1([c:7]2[cH:8][c:9](=[O:13])[nH:10][cH:11][n:12]2)[CH2:2][CH2:3][N:4]([CH2:17][c:16]2[c:15]([Cl:14])[c:22]([Cl:23])[cH:21][cH:20][c:19]2[Cl:24])[CH2:5][CH2:6]1. Starting materials: CCCCCC (hexane), C(CCC)[Li] (n-butyllithium), C(C1=CC=CC=C1)OC1=CC(=C(C=C1OC)C)Br (4-benzyloxy-2-bromo-5-methoxytoluene), [Cl-].[NH4+] (ammonium chloride), C(C)(=O)OCC (ethyl acetate). Run in CN(C=O)C (dimethylformamide), O1CCCC1 (tetrahydrofuran), O1CCCC1 (tetrahydrofuran). Conditions: time 1 hour. Product: C(C1=CC=CC=C1)OC=1C(=CC(=C(C=O)C1)C)OC (5-benzyloxy-4-methoxy-2-methylbenzaldehyde). Yield: 48.0%. As a reaction SMILES: CCCCCC.C([Li])CCC.[CH2:12]([O:19][C:20]1[C:25]([O:26][CH3:27])=[CH:24][C:23]([CH3:28])=[C:22](Br)[CH:21]=1)[C:13]1[CH:18]=[CH:17][CH:16]=[CH:15][CH:14]=1.[Cl-].[NH4+].[C:32](OCC)(=[O:34])C>CN(C)C=O.O1CCCC1>[CH2:12]([O:19][C:20]1[C:25]([O:26][CH3:27])=[CH:24][C:23]([CH3:28])=[C:22]([CH:21]=1)[CH:32]=[O:34])[C:13]1[CH:18]=[CH:17][CH:16]=[CH:15][CH:14]=1 |f:3.4|. Procedure details: A hexane solution (17 ml) of n-butyllithium was dropwise added to a tetrahydrofuran (190 ml) solution of 4-benzyloxy-2-bromo-5-methoxytoluene (7.83 g) at −78° C. over a period of 20 minutes, followed by stirring at the same temperature for 1 hour. A tetrahydrofuran (10 ml) solution of dimethylformamide (3.73 g) was dropwise added thereto at −78° C., followed by stirring at the same temperature for 1 hour. The temperature was gradually raised to room temperature, and stirring was further carried ...